Dataset: the Open Reaction Database (ORD), a public repository of structured organic reaction records. Task: describe an organic reaction: reactants, conditions, products, and yield The reactants are C(=O)(C(F)(F)F)O (TFA), C(C)(C)(C)OC(=O)N1C[C@@H](CC1)NC(O[C@@H]1COCC1)=O ((S)-tetrahydrofuran-3-yl (R)-1-(tert-butoxycarbonyl)pyrrolidin-3-ylcarbamate). The solvent is C(Cl)Cl (CH2Cl2). Conditions: time 30 minute. Product: N1C[C@@H](CC1)NC(O[C@@H]1COCC1)=O ((S)-tetrahydrofuran-3-yl (R)-pyrrolidin-3-ylcarbamate). The yield is 70.5%. As a reaction SMILES: C(O)(C(F)(F)F)=O.C(OC([N:15]1[CH2:19][CH2:18][C@@H:17]([NH:20][C:21](=[O:28])[O:22][C@H:23]2[CH2:27][CH2:26][O:25][CH2:24]2)[CH2:16]1)=O)(C)(C)C>C(Cl)Cl>[NH:15]1[CH2:19][CH2:18][C@@H:17]([NH:20][C:21](=[O:28])[O:22][C@H:23]2[CH2:27][CH2:26][O:25][CH2:24]2)[CH2:16]1. Procedure details: TFA (1 mL) was added to a solution of (S)-tetrahydrofuran-3-yl (R)-1-(tert-butoxycarbonyl)pyrrolidin-3-ylcarbamate (490 mg, 1.63 mmol) in 5 μL CH2Cl2. After stirring for 30 min, the reaction was quenched with NaOH and extracted twice with EtOAc. The organic extracts were combined, dried over MgSO4, filtered, and concentrated to yield (S)-tetrahydrofuran-3-yl (R)-pyrrolidin-3-ylcarbamate (230 mg) which was used without further purification. LC/MS: m/z 201.3 (M+H)+ at 0.59 min (10%-99% CH3CN (0.03... RXN SMILES: [C:76]([Br:77])([Br:78])([Br:79])[Br:80].[Cl:1][c:2]1[c:3]([CH2:55][OH:56])[cH:4][c:5]([CH:8]2[O:9][CH:10]([CH2:44][O:45][CH2:46][c:47]3[cH:48][cH:49][c:50]([O:53][CH3:54])[cH:51][cH:52]3)[CH:11]([O:34][CH2:35][c:36]3[cH:37][cH:38][c:39]([O:42][CH3:43])[cH:40][cH:41]3)[CH:12]([O:24][CH2:25][c:26]3[cH:27][cH:28][c:29]([O:32][CH3:33])[cH:30][cH:31]3)[CH:13]2[O:14][CH2:15][c:16]2[cH:17][cH:18][c:19]([O:22][CH3:23])[cH:20][cH:21]2)[cH:6][cH:7]1.[O:81]1[CH2:82][CH2:83][CH2:84][CH2:85]1.[c:57]1([P:58]([c:59]2[cH:60][cH:61][cH:62][cH:63][cH:64]2)[c:65]2[cH:66][cH:67][cH:68][cH:69][cH:70]2)[cH:71][cH:72][cH:73][cH:74][cH:75]1>>[Cl:1][c:2]1[c:3]([CH2:76][Br:80])[cH:4][c:5]([CH:8]2[O:9][CH:10]([CH2:44][O:45][CH2:46][c:47]3[cH:48][cH:49][c:50]([O:53][CH3:54])[cH:51][cH:52]3)[CH:11]([O:34][CH2:35][c:36]3[cH:37][cH:38][c:39]([O:42][CH3:43])[cH:40][cH:41]3)[CH:12]([O:24][CH2:25][c:26]3[cH:27][cH:28][c:29]([O:32][CH3:33])[cH:30][cH:31]3)[CH:13]2[O:14][CH2:15][c:16]2[cH:17][cH:18][c:19]([O:22][CH3:23])[cH:20][cH:21]2)[cH:6][cH:7]1. The reactants are BrC(Br)(Br)Br, COc1ccc(COCC2OC(c3ccc(Cl)c(CO)c3)C(OCc3ccc(OC)cc3)C(OCc3ccc(OC)cc3)C2OCc2ccc(OC)cc2)cc1, C1CCOC1, c1ccc(P(c2ccccc2)c2ccccc2)cc1. Yields the product COc1ccc(COCC2OC(c3ccc(Cl)c(CBr)c3)C(OCc3ccc(OC)cc3)C(OCc3ccc(OC)cc3)C2OCc2ccc(OC)cc2)cc1. Starting materials: BrC=1C=C(SC1)CNCC(C)C ((4-bromo-thiophen-2-ylmethyl)-isobutyl-amine), ClC1=C(C=CC=C1)S(=O)(=O)Cl (2-chlorobenzenesulfonylchloride), C(C)(C)N(C(C)C)CC (N,N-diisopropyl ethyl amine). Solvent: ClCCl (dichloromethane). Yields the product BrC=1C=C(SC1)CN(S(=O)(=O)C1=C(C=CC=C1)Cl)CC(C)C (N-(4-bromo-thiophen-2-ylmethyl)-2-chloro-N-isobutyl-benzenesulfonamide). Reaction SMILES: [Br:1][C:2]1[CH:3]=[C:4]([CH2:7][NH:8][CH2:9][CH:10]([CH3:12])[CH3:11])[S:5][CH:6]=1.[Cl:13][C:14]1[CH:19]=[CH:18][CH:17]=[CH:16][C:15]=1[S:20](Cl)(=[O:22])=[O:21].C(N(CC)C(C)C)(C)C>ClCCl>[Br:1][C:2]1[CH:3]=[C:4]([CH2:7][N:8]([CH2:9][CH:10]([CH3:12])[CH3:11])[S:20]([C:15]2[CH:16]=[CH:17][CH:18]=[CH:19][C:14]=2[Cl:13])(=[O:22])=[O:21])[S:5][CH:6]=1. Procedure: In analogy to example 13, step 2, (4-bromo-thiophen-2-ylmethyl)-isobutyl-amine was reacted with 2-chlorobenzenesulfonylchloride in presence of N,N-diisopropyl ethyl amine in dichloromethane to give N-(4-bromo-thiophen-2-ylmethyl)-2-chloro-N-isobutyl-benzenesulfonamide as a colorless oil. Starting materials: CO, COC(=O)c1cnn(C(C)(C)C)c1C, [Na+], [OH-]. As a reaction SMILES: [CH3:17][OH:18].[CH3:1][O:2][C:3](=[O:4])[c:5]1[cH:6][n:7][n:8]([C:11]([CH3:12])([CH3:13])[CH3:14])[c:9]1[CH3:10].[Na+:16].[OH-:15]>>[O:2]=[C:3]([OH:4])[c:5]1[cH:6][n:7][n:8]([C:11]([CH3:12])([CH3:13])[CH3:14])[c:9]1[CH3:10]. Product: Cc1c(C(=O)O)cnn1C(C)(C)C.